This data is from the Open Reaction Database (ORD), a public repository of structured organic reaction records. The task is: describe an organic reaction: reactants, conditions, products, and yield Reactants: COC=1N=NC(=CC1C1(NC2=CC=CC=C2C1C=C)CO)C1=CC=NC=C1 (2-(3-Methoxy-6-pyridin-4-yl-pyridazin-4-yl)-3-vinyl-1H-indole methanol). The reagents and catalysts are [Pd] (Palladium). Run at time 4 hour. Product: C(C)C1=C(NC2=CC=CC=C12)C1=C(N=NC(=C1)C1=CC=NC=C1)OC (3-Ethyl-2-(3-methoxy-6-pyridin-4-yl-pyridazin-4-yl)-1H-indole). RXN SMILES: [CH3:1][O:2][C:3]1[N:4]=[N:5][C:6]([C:22]2[CH:27]=[CH:26][N:25]=[CH:24][CH:23]=2)=[CH:7][C:8]=1[C:9]1(CO)[CH:17]([CH:18]=[CH2:19])[C:16]2[C:11](=[CH:12][CH:13]=[CH:14][CH:15]=2)[NH:10]1>[Pd]>[CH2:18]([C:17]1[C:16]2[C:11](=[CH:12][CH:13]=[CH:14][CH:15]=2)[NH:10][C:9]=1[C:8]1[CH:7]=[C:6]([C:22]2[CH:27]=[CH:26][N:25]=[CH:24][CH:23]=2)[N:5]=[N:4][C:3]=1[O:2][CH3:1])[CH3:19]. Procedure details: 12 mg Palladium, 10% on charcoal are added to a solution of 70 mg 2-(3-Methoxy-6-pyridin-4-yl-pyridazin-4-yl)-3-vinyl-1H-indole methanol, and the reaction mixture is stirred under an hydrogen atmosphere for 4 hours. The catalyst is removed by filtration and the solvent by evaporation yielding the product which was used without further purification The reactants are Example XXIII ( b ), CC1=CC(=CC=2CC[C@H]3[C@@H]4C[C@H]([C@@H]([C@@]4(C)CC[C@@H]3C12)NC)O)O (1-methyl-17β-methylamino-oestra-1,3,5(10)-triene-3,16α-diol), Cl (hydrochloride). The solvent is CO (methanol). The product is Cl.CC1=CC(=CC=2CC[C@H]3[C@@H]4C[C@H]([C@@H]([C@@]4(C)CC[C@@H]3C12)NC)O)O (1-Methyl-17β-methylamino-oestra-1,3,5(10)-triene-3,16α-diol hydrochloride). As a reaction SMILES: [CH3:1][C:2]1[C:19]2[C@@H:18]3[C@H:9]([C@H:10]4[C@@:14]([CH2:16][CH2:17]3)([CH3:15])[C@@H:13]([NH:20][CH3:21])[C@H:12]([OH:22])[CH2:11]4)[CH2:8][CH2:7][C:6]=2[CH:5]=[C:4]([OH:23])[CH:3]=1.[ClH:24]>CO>[ClH:24].[CH3:1][C:2]1[C:19]2[C@@H:18]3[C@H:9]([C@H:10]4[C@@:14]([CH2:16][CH2:17]3)([CH3:15])[C@@H:13]([NH:20][CH3:21])[C@H:12]([OH:22])[CH2:11]4)[CH2:8][CH2:7][C:6]=2[CH:5]=[C:4]([OH:23])[CH:3]=1 |f:3.4|. Procedure: In a similar way as described infra Example XXIII (b) the compound of Example XXXIII (a) was converted into its hydrochloride, m.p. 280°-291° C. (decomp.), [α]D +115.4° (c 1.13 in methanol).